describe an organic reaction: reactants, conditions, products, and yield From a dataset of the Open Reaction Database (ORD), a public repository of structured organic reaction records. Reactants: ClCCl, COc1c(C)cnc(CSc2nc3ccc(C(F)(F)F)cc3[nH]2)c1C, CO. Product: COc1c(C)cnc(CS(=O)c2nc3ccc(C(F)(F)F)cc3[nH]2)c1C. RXN SMILES: [CH2:28]([Cl:29])[Cl:30].[CH3:1][O:2][c:3]1[c:4]([CH3:25])[c:5]([CH2:10][S:11][c:12]2[nH:13][c:14]3[c:15]([n:16]2)[cH:17][cH:18][c:19]([C:21]([F:22])([F:23])[F:24])[cH:20]3)[n:6][cH:7][c:8]1[CH3:9].[CH3:26][OH:27]>>[CH3:1][O:2][c:3]1[c:4]([CH3:25])[c:5]([CH2:10][S:11]([c:12]2[nH:13][c:14]3[c:15]([n:16]2)[cH:17][cH:18][c:19]([C:21]([F:22])([F:23])[F:24])[cH:20]3)=[O:27])[n:6][cH:7][c:8]1[CH3:9]. Reaction SMILES: [F:1][C:2]1[CH:3]=[C:4]([CH2:9][CH2:10][OH:11])[CH:5]=[CH:6][C:7]=1[F:8].[H-].[Na+].Cl[C:15]1[CH:31]=[C:19]2[N:20]([C:24]([O:26][C:27]([CH3:30])([CH3:29])[CH3:28])=[O:25])[CH2:21][CH2:22][CH2:23][N:18]2[C:17](=[O:32])[N:16]=1>C1COCC1>[F:1][C:2]1[CH:3]=[C:4]([CH:5]=[CH:6][C:7]=1[F:8])[CH2:9][CH2:10][O:11][C:15]1[CH:31]=[C:19]2[N:20]([C:24]([O:26][C:27]([CH3:28])([CH3:29])[CH3:30])=[O:25])[CH2:21][CH2:22][CH2:23][N:18]2[C:17](=[O:32])[N:16]=1 |f:1.2|. Reported procedure: To a solution of 2-(3,4-difluorophenyl)ethanol (221 mg, 1.400 mmol) in THF (5 mL) was added NaH (112 mg, 2.80 mmol) at 0° C. The reaction mixture was stirred for 10 min at 0° C., and then tert-butyl 8-chloro-6-oxo-2,3,4,6-tetrahydro-1H-pyrimido[1,6-a]pyrimidine-1-carboxylate (400 mg, 1.400 mmol) was added and stirred for another 0.5 hr at 0° C. The mixture was poured into ice water and extracted with DCM (10 mL×3). The combined extracts were washed with water (10 mL) then brine (10 mL) and then ... Reaction conditions: temperature 0 celsius, time 10 minute. Yields the product FC=1C=C(CCOC2=NC(N3C(N(CCC3)C(=O)OC(C)(C)C)=C2)=O)C=CC1F (tert-butyl 8-(3,4-difluorophenethoxy)-6-oxo-2,3,4,6-tetrahydro-1H-pyrimido[1,6-a]pyrimidine-1-carboxylate). Run in C1CCOC1 (THF). Starting materials: FC=1C=C(C=CC1F)CCO (2-(3,4-difluorophenyl)ethanol), [H-].[Na+] (NaH), ice water, ClC1=NC(N2C(N(CCC2)C(=O)OC(C)(C)C)=C1)=O (tert-butyl 8-chloro-6-oxo-2,3,4,6-tetrahydro-1H-pyrimido[1,6-a]pyrimidine-1-carboxylate). Starting materials: [N+](=O)(O)[O-] (nitric acid), BrC=1C(=NNC1Br)C (4,5-dibromo-3-methylpyrazole), O (water). The solvent is S(O)(O)(=O)=O (sulfuric acid). Conditions: temperature 9 celsius, time 30 minute. Product: BrC1=C(C(=NN1)C)[N+](=O)[O-] (5-bromo-3-methyl-4-nitropyrazole). Reaction SMILES: Br[C:2]1[C:3]([CH3:8])=[N:4][NH:5][C:6]=1[Br:7].[N+:9]([O-])([OH:11])=[O:10].O>S(=O)(=O)(O)O>[Br:7][C:6]1[NH:5][N:4]=[C:3]([CH3:8])[C:2]=1[N+:9]([O-:11])=[O:10]. Procedure details: 6.5 g (0.027 mole) of 4,5-dibromo-3-methylpyrazole was dissolved in 20 ml of concentrated sulfuric acid. The solution was cooled to 9°C and 10 ml of 90% nitric acid was added dropwise. The solution was stirred 30 minutes and then slowly heated to 60°C and kept at that temperature for 30 minutes. The solution was cooled and poured into water. The mixture was extracted with ether and the ether was washed with water. The ether solution, after drying over magnesium sulfate was concentrated in vacuo ... Starting materials: NC[C@@H]1[C@H]([C@@H]([C@H]([C@@H](OCCCC)O1)O)O)O (n-butyl 6-amino-6-deoxy-α-D-glucopyranoside), C(C)(C)O (isopropanol), resultant mixture, C(CCC(=O)O)(=O)O (succinic acid), ClCCN(C(OC1=C(C=CC=C1)C#N)=O)N=O (o-cyanophenyl N-(2-chloroethyl)-N-nitrosocarbamate). Solvent: CN(C=O)C (dimethylformamide), O1CCCC1 (tetrahydrofuran), C1=CC=CC=C1 (benzene). Yields the product C(CCC)[C@@]1(O)[C@H](O)[C@@H](O)[C@H](O)[C@H](O1)C(O)NC(N(N=O)CCCl)=O (3-(n-butyl α-D-glucopyranos-6-yl)-1-(2-chloroethyl)-1-nitrosourea). Isolated yield 84.6%. Reaction SMILES: [NH2:1][CH2:2][C@H:3]1[O:13][C@H:7]([O:8]CCCC)[C@H:6]([OH:14])[C@@H:5]([OH:15])[C@@H:4]1[OH:16].[C:17](O)(=O)[CH2:18][CH2:19][C:20](O)=O.[Cl:25][CH2:26][CH2:27][N:28]([N:40]=[O:41])[C:29](=O)[O:30]C1C=CC=CC=1C#N.C([OH:45])(C)C>CN(C)C=O.O1CCCC1.C1C=CC=CC=1>[CH2:20]([C@@:7]1([O:13][C@H:3]([CH:2]([NH:1][C:29](=[O:30])[N:28]([CH2:27][CH2:26][Cl:25])[N:40]=[O:41])[OH:45])[C@@H:4]([OH:16])[C@H:5]([OH:15])[C@H:6]1[OH:14])[OH:8])[CH2:19][CH2:18][CH3:17]. Reported procedure: 2.35 g (10 mmol) of n-butyl 6-amino-6-deoxy-α-D-glucopyranoside is dissolved in a mixture of 50 ml isopropanol and 50 ml dimethylformamide, and to this solution is added succinic acid powder, with stirring, to adjust the PH of the solution to 9.1. The resulting solution is then added dropwise to a solution prepared by dissolving 3.17 g (12.5 mmol) of o-cyanophenyl N-(2-chloroethyl)-N-nitrosocarbamate in a mixture of 20 ml tetrahydrofuran and 10 ml benzene, while stirring, at 0°-10° C. over 30 mi... Starting materials: C1CCOC1, [N-]=[N+]=NCCC1CC1C1CCN(c2ncc(Cl)cn2)CC1, O, c1ccc(P(c2ccccc2)c2ccccc2)cc1. Product: NCCC1CC1C1CCN(c2ncc(Cl)cn2)CC1. As a reaction SMILES: [CH2:42]1[O:43][CH2:44][CH2:45][CH2:46]1.[N:1](=[N+:2]=[N-:3])[CH2:4][CH2:5][CH:6]1[CH:7]([CH:9]2[CH2:10][CH2:11][N:12]([c:15]3[n:16][cH:17][c:18]([Cl:21])[cH:19][n:20]3)[CH2:13][CH2:14]2)[CH2:8]1.[OH2:41].[c:22]1([P:23]([c:24]2[cH:25][cH:26][cH:27][cH:28][cH:29]2)[c:30]2[cH:31][cH:32][cH:33][cH:34][cH:35]2)[cH:36][cH:37][cH:38][cH:39][cH:40]1>>[NH2:1][CH2:4][CH2:5][CH:6]1[CH:7]([CH:9]2[CH2:10][CH2:11][N:12]([c:15]3[n:16][cH:17][c:18]([Cl:21])[cH:19][n:20]3)[CH2:13][CH2:14]2)[CH2:8]1. The reactants are C1CCOC1, CCN(C(C)C)C(C)C, O=[N+]([O-])c1c(Cl)nc(SCc2ccccc2)nc1Cl, N. The product is Nc1nc(SCc2ccccc2)nc(Cl)c1[N+](=O)[O-]. As a reaction SMILES: [CH2:30]1[O:31][CH2:32][CH2:33][CH2:34]1.[CH:21]([N:24]([CH:22]([CH3:23])[CH3:25])[CH2:26][CH3:27])([CH3:28])[CH3:29].[Cl:2][c:3]1[n:4][c:5]([S:13][CH2:14][c:15]2[cH:16][cH:17][cH:18][cH:19][cH:20]2)[n:6][c:7]([Cl:12])[c:8]1[N+:9](=[O:10])[O-:11].[NH3:1]>>[Cl:2][c:3]1[n:4][c:5]([S:13][CH2:14][c:15]2[cH:16][cH:17][cH:18][cH:19][cH:20]2)[n:6][c:7]([NH2:24])[c:8]1[N+:9](=[O:10])[O-:11]. Starting materials: C1(=CC=C(C=C1)COC1=CC=C(C=C1)CC(=O)OC)C1=CC=CC=C1 (methyl 4-(4-biphenylylmethoxy)phenylacetate), CN(CCN)C (N,N-dimethylethylenediamine), N1N=CN=C1 (1H-1,2,4-triazole). Run in CO (methanol), CO (methanol). Reaction conditions: temperature 60 celsius. Yields the product C1(=CC=C(C=C1)COC1=CC=C(C=C1)CC(=O)NCCN(C)C)C1=CC=CC=C1 (4-(4-Biphenylylmethoxy)phenyl-N-[2-(N,N-dimethylamino)ethyl]acetamide). The yield is 94.9%. As a reaction SMILES: [C:1]1([C:20]2[CH:25]=[CH:24][CH:23]=[CH:22][CH:21]=2)[CH:6]=[CH:5][C:4]([CH2:7][O:8][C:9]2[CH:14]=[CH:13][C:12]([CH2:15][C:16](OC)=[O:17])=[CH:11][CH:10]=2)=[CH:3][CH:2]=1.[CH3:26][N:27]([CH3:31])[CH2:28][CH2:29][NH2:30].N1C=NC=N1>CO>[C:1]1([C:20]2[CH:21]=[CH:22][CH:23]=[CH:24][CH:25]=2)[CH:6]=[CH:5][C:4]([CH2:7][O:8][C:9]2[CH:14]=[CH:13][C:12]([CH2:15][C:16]([NH:30][CH2:29][CH2:28][N:27]([CH3:31])[CH3:26])=[O:17])=[CH:11][CH:10]=2)=[CH:3][CH:2]=1. Procedure: A suspension of methyl 4-(4-biphenylylmethoxy)phenylacetate (1000 g), N,N-dimethylethylenediamine (795 g), and 1H-1,2,4-triazole (207 g) in methanol (2.0 l) was heated under reflux under nitrogen for 10 hr and was left to stand at room temperature over night. The reaction mixture was warmed to 60±2° C. and methanol (4.0 l) was added for 35 min. After stirring under reflux for additional one hr the reaction mixture was cooled to room temperature. The precipitate was collected by filtration and wa... Starting materials: ClC(Cl)Cl, C[Si](C)(C)CCOCn1ncc([N+](=O)[O-])c1CO. The product is C[Si](C)(C)CCOCn1ncc([N+](=O)[O-])c1C=O. RXN SMILES: [CH:19]([Cl:20])([Cl:21])[Cl:22].[N+:1](=[O:2])([O-:3])[c:4]1[c:5]([CH2:17][OH:18])[n:6]([CH2:9][O:10][CH2:11][CH2:12][Si:13]([CH3:14])([CH3:15])[CH3:16])[n:7][cH:8]1>>[N+:1](=[O:2])([O-:3])[c:4]1[c:5]([CH:17]=[O:18])[n:6]([CH2:9][O:10][CH2:11][CH2:12][Si:13]([CH3:14])([CH3:15])[CH3:16])[n:7][cH:8]1.